Dataset: the Open Reaction Database (ORD), a public repository of structured organic reaction records. Task: describe an organic reaction: reactants, conditions, products, and yield RXN SMILES: C(OC([NH:11][CH:12]([CH:19]1[CH2:24][CH2:23][NH:22][CH2:21][CH2:20]1)[CH2:13][C:14]([O:16][CH2:17][CH3:18])=[O:15])=O)C1C=CC=CC=1.Cl[C:26]1[N:31]=[C:30](Cl)[C:29]([F:33])=[CH:28][N:27]=1.CCN(C(C)C)C(C)C.[NH2:43][C:44]1[CH:45]=[C:46]2[C:51](=[CH:52][CH:53]=1)[NH:50][C:49](=[O:54])[CH2:48][CH2:47]2>CC#N>[NH2:11][CH:12]([CH:19]1[CH2:20][CH2:21][N:22]([C:28]2[C:29]([F:33])=[CH:30][N:31]=[C:26]([NH:43][C:44]3[CH:45]=[C:46]4[C:51](=[CH:52][CH:53]=3)[NH:50][C:49](=[O:54])[CH2:48][CH2:47]4)[N:27]=2)[CH2:23][CH2:24]1)[CH2:13][C:14]([O:16][CH2:17][CH3:18])=[O:15]. Reported procedure: To a solution of ethyl 3-(benzyloxycarbonylamino)-3-(piperidin-4-yl)propanoate (102 mg, 0.305 mmol) and 2,4-dichloro-5-fluoropyrimidine (51 mg, 0.305 mmol) in CH3CN (2 mL), DIEA (0.106 mL, 0.610 mmol) was added. The mixture was stirred at room temperature for 68 h. It was then concentrated in vacuo. The residue was dissolved in nBuOH (3 mL), 6-amino-3,4-dihydroquinolin-2(1H)-one (82 mg, 0.506 mmol) was added. The solution was stirred at 116° C. for 20 h. It was concentrated in vacuo. The residue... The product is NC(CC(=O)OCC)C1CCN(CC1)C1=NC(=NC=C1F)NC=1C=C2CCC(NC2=CC1)=O (Ethyl 3-amino-3-(1-(5-fluoro-2-(2-oxo-1,2,3,4-tetrahydroquinolin-6-ylamino)pyrimidin-4-yl)piperidin-4-yl)propanoate). Isolated yield 47.4%. Solvent: CC#N (CH3CN). The reactants are NC=1C=C2CCC(NC2=CC1)=O (6-amino-3,4-dihydroquinolin-2(1H)-one), C(C1=CC=CC=C1)OC(=O)NC(CC(=O)OCC)C1CCNCC1 (ethyl 3-(benzyloxycarbonylamino)-3-(piperidin-4-yl)propanoate), ClC1=NC=C(C(=N1)Cl)F (2,4-dichloro-5-fluoropyrimidine), CCN(C(C)C)C(C)C (DIEA). Run at time 68 hour.